From a dataset of the Open Reaction Database (ORD), a public repository of structured organic reaction records. describe an organic reaction: reactants, conditions, products, and yield Starting materials: C1CCNCC1, CCN(C(C)C)C(C)C, CC1CCC(C(C)C)C(N2CC(C(=O)O)CC2=O)C1, O=C(Cl)C(=O)Cl, ClCCl, Cl, CN(C)C=O. Yields the product CC1CCC(C(C)C)C(N2CC(C(=O)N3CCCCC3)CC2=O)C1. Reaction SMILES: [CH2:35]1[CH2:36][CH2:37][NH:38][CH2:39][CH2:40]1.[CH:26]([N:27]([CH2:28][CH3:29])[CH:30]([CH3:31])[CH3:32])([CH3:33])[CH3:34].[CH:7]([CH3:8])([CH3:9])[CH:10]1[CH:11]([N:17]2[CH2:18][CH:19]([C:23](=[O:24])[OH:25])[CH2:20][C:21]2=[O:22])[CH2:12][CH:13]([CH3:16])[CH2:14][CH2:15]1.[Cl:1][C:2]([C:3]([Cl:4])=[O:5])=[O:6].[Cl:42][CH2:43][Cl:44].[ClH:41].[O:45]=[CH:46][N:47]([CH3:48])[CH3:49]>>[CH:7]([CH3:8])([CH3:9])[CH:10]1[CH:11]([N:17]2[CH2:18][CH:19]([C:23](=[O:25])[N:38]3[CH2:37][CH2:36][CH2:35][CH2:40][CH2:39]3)[CH2:20][C:21]2=[O:22])[CH2:12][CH:13]([CH3:16])[CH2:14][CH2:15]1.